Dataset: the Open Reaction Database (ORD), a public repository of structured organic reaction records. Task: describe an organic reaction: reactants, conditions, products, and yield Reactants: FC=1C=C(C=CC1C(F)(F)F)C1=CN=CC=2CCC(C12)=O (4-(3-fluoro-4-trifluoromethyl-phenyl)-6,7-dihydro-[2]pyrindin-5-one), FC(C1=CC=C(C=C1)B(O)O)(F)F (4-(trifluoromethyl)phenylboronic acid). The product is FC(C1=CC=C(C=C1)C=1C2=C(C=NC1)C(CC2)O)(F)F ((rac)-4-(4-(Trifluoromethyl)phenyl)-6,7-dihydro-5H-cyclopenta[c]pyridin-7-ol). The yield is 97.0%. Reaction SMILES: F[C:2]1[CH:3]=[C:4]([C:12]2[C:20]3[C:19](=O)[CH2:18][CH2:17][C:16]=3[CH:15]=[N:14][CH:13]=2)[CH:5]=[CH:6][C:7]=1[C:8]([F:11])([F:10])[F:9].FC(F)(F)C1C=CC(B(O)[OH:31])=CC=1>>[F:10][C:8]([F:9])([F:11])[C:7]1[CH:2]=[CH:3][C:4]([C:12]2[C:20]3[CH2:19][CH2:18][CH:17]([OH:31])[C:16]=3[CH:15]=[N:14][CH:13]=2)=[CH:5][CH:6]=1. Procedure: In analogy to the procedure described for the preparation of example 1 (rac)-4-bromo-6,7-dihydro-5H-cyclopenta[c]pyridin-7-ol (intermediate A-4 [C2]) was reacted with 4-(trifluoromethyl)phenylboronic acid to give the title compound as grey solid in 97% yield. MS: 280.1 (M+H+). Solvent: C(C)O (ethanol), C(C)O (ethanol). The product is C(C)OC(C1=C(C(C(=O)O)=CC(=C1)F)OCC1=CC=CC=C1)=O (2-Benzyloxy-5-fluoro-isophthalic acid monoethyl ester). As a reaction SMILES: [CH2:1]([O:3][C:4](=[O:25])[C:5]1[CH:15]=[C:14]([F:16])[CH:13]=[C:7]([C:8]([O:10]CC)=[O:9])[C:6]=1[O:17][CH2:18][C:19]1[CH:24]=[CH:23][CH:22]=[CH:21][CH:20]=1)[CH3:2].[OH-].[Na+]>C(O)C>[CH2:1]([O:3][C:4](=[O:25])[C:5]1[CH:15]=[C:14]([F:16])[CH:13]=[C:7]([C:8]([OH:10])=[O:9])[C:6]=1[O:17][CH2:18][C:19]1[CH:20]=[CH:21][CH:22]=[CH:23][CH:24]=1)[CH3:2] |f:1.2|. Reactants: C(C)OC(C1=C(C(C(=O)OCC)=CC(=C1)F)OCC1=CC=CC=C1)=O (2-benzyloxy-5-fluoroisophthalic acid diethyl ester), [OH-].[Na+] (sodium hydroxide). Procedure details: 25.63 g (74 mmol) of 2-benzyloxy-5-fluoroisophthalic acid diethyl ester is dissolved in 200 ml of dry ethanol with exclusion of moisture and a solution of 1.48 g of sodium hydroxide in 50 ml of ethanol is instilled into this solution in the course of 2 hours at room temperature. The monosodium salt gradually precipitates. When the instillation is completed, it is stirred for 1 hour more, the precipitate is suctioned off and the filtrate is concentrated by evaporation to about half. In this proce... Run at time 1 hour. Starting materials: BrC1=CC2=C(NC(C(S2)CC)=O)C=C1 (7-bromo-2-ethyl-4H-benzo[1,4]thiazin-3-one), [N+](=O)([O-])C=1C=C(C=CC1)B(O)O (3-nitrophenyl boronic acid), C([O-])([O-])=O.[K+].[K+] (potassium carbonate). Reagents/catalysts: C=1C=CC(=CC1)[P](C=2C=CC=CC2)(C=3C=CC=CC3)[Pd]([P](C=4C=CC=CC4)(C=5C=CC=CC5)C=6C=CC=CC6)([P](C=7C=CC=CC7)(C=8C=CC=CC8)C=9C=CC=CC9)[P](C=1C=CC=CC1)(C=1C=CC=CC1)C=1C=CC=CC1 (tetrakis(triphenylphosphine)palladium(0)). Reported procedure: A solution of 7-bromo-2-ethyl-4H-benzo[1,4]thiazin-3-one (2 g, 7.3 mmol), 3-nitrophenyl boronic acid (1.22 g, 7.3 mmol), potassium carbonate (3 g, 22 mmol), and tetrakis(triphenylphosphine)palladium(0) (0.84 g, 0.72 mmol) in dimethoxyethane (100 ml), ethanol (25 ml), and water (25 ml) was heated to reflux for 6 hours. After cooling to room temperature, the mixture was diluted with water and extracted with EtOAc (3×40 mL). The combined organic extracts were washed with water, then brine, dried (M... RXN SMILES: Br[C:2]1[CH:14]=[CH:13][C:5]2[NH:6][C:7](=[O:12])[CH:8]([CH2:10][CH3:11])[S:9][C:4]=2[CH:3]=1.[N+:15]([C:18]1[CH:19]=[C:20](B(O)O)[CH:21]=[CH:22][CH:23]=1)([O-:17])=[O:16].C(=O)([O-])[O-].[K+].[K+]>C(COC)OC.C(O)C.O.C1C=CC([P]([Pd]([P](C2C=CC=CC=2)(C2C=CC=CC=2)C2C=CC=CC=2)([P](C2C=CC=CC=2)(C2C=CC=CC=2)C2C=CC=CC=2)[P](C2C=CC=CC=2)(C2C=CC=CC=2)C2C=CC=CC=2)(C2C=CC=CC=2)C2C=CC=CC=2)=CC=1>[CH2:10]([CH:8]1[C:7](=[O:12])[NH:6][C:5]2[CH:13]=[CH:14][C:2]([C:22]3[CH:21]=[CH:20][CH:19]=[C:18]([N+:15]([O-:17])=[O:16])[CH:23]=3)=[CH:3][C:4]=2[S:9]1)[CH3:11] |f:2.3.4,^1:46,48,67,86|. Yields the product C(C)C1SC2=C(NC1=O)C=CC(=C2)C2=CC(=CC=C2)[N+](=O)[O-] (2-Ethyl-7-(3-nitro-phenyl)-4H-benzo[1,4]-thiazin-3-one). Run in C(OC)COC (dimethoxyethane), C(C)O (ethanol), O (water), O (water). Yield: 7.4%. Starting materials: amine, C(CN)N (ethylene diamine), C1(=CC=CC=C1)O (phenol), C=O (formalin). The solvent is C1(=CC=CC=C1)C (toluene), C1(=CC=CC=C1)C.O (toluene water), O (water), O (water), C1(=CC=CC=C1)C (toluene). Reaction conditions: temperature 30 celsius, time 2 hour. Yields the product O1NCCC2=C1C=CC=C2 (Dihydrobenzoxazine). RXN SMILES: [C:1]1([OH:7])[CH:6]=[CH:5][CH:4]=[CH:3][CH:2]=1.C=O.[CH2:10](N)[CH2:11][NH2:12]>O.C1(C)C=CC=CC=1.C1(C)C=CC=CC=1.O>[O:7]1[C:1]2[CH:6]=[CH:5][CH:4]=[CH:3][C:2]=2[CH2:10][CH2:11][NH:12]1 |f:5.6|. Procedure details: To a suitably equipped glass resin reactor equipped with stirrer is charged 450 parts phenol, 450 parts toluene and 595 parts of 50% formalin. A uniform toluene-water dispersion is maintained with agitation. The temperature of the reaction mixture is adjusted to 25° C. and maintained below 30° C. while 144 parts of ethylene diamine are added slowly. The reaction mixture is stirred for 2 hours at 30° C. after the amine addition is complete. The reaction mixture is heated to 46° C. under reduced p... The reactants are O=C([O-])[O-], CS(C)=O, Oc1cccc(Cl)c1, [K+], [K+], N#Cc1ccc([N+](=O)[O-])s1, O. The product is N#Cc1ccc(Oc2cccc(Cl)c2)s1. As a reaction SMILES: [C:19](=[O:20])([O-:21])[O-:22].[CH3:26][S:27]([CH3:28])=[O:29].[Cl:11][c:12]1[cH:13][c:14]([OH:18])[cH:15][cH:16][cH:17]1.[K+:23].[K+:24].[N+:1]([O-:2])(=[O:3])[c:4]1[cH:5][cH:6][c:7]([C:9]#[N:10])[s:8]1.[OH2:25]>>[c:4]1([O:18][c:14]2[cH:13][c:12]([Cl:11])[cH:17][cH:16][cH:15]2)[cH:5][cH:6][c:7]([C:9]#[N:10])[s:8]1.